From a dataset of the Open Reaction Database (ORD), a public repository of structured organic reaction records. describe an organic reaction: reactants, conditions, products, and yield Starting materials: CO (Methanol), N,N-dimethylaminopyridine, C(C)(C)(C)OC([O-])=O (tert-butylcarbonate), BrC=1C=C2CNC(C2=CC1)=O (5-bromo-1-oxo-isoindoline). Run in O1CCCC1 (tetrahydrofuran). Run at temperature 0 celsius, time 30 minute. Product: BrC=1C=C2CN(C(C2=CC1)=O)C(=O)OC(C)(C)C (5-bromo-2-tert-butoxycarbonyl-1-oxo-isoindoline). As a reaction SMILES: [Br:1][C:2]1[CH:3]=[C:4]2[C:8](=[CH:9][CH:10]=1)[C:7](=[O:11])[NH:6][CH2:5]2.[C:12]([O:16][C:17](=O)[O-:18])([CH3:15])([CH3:14])[CH3:13].CO>O1CCCC1>[Br:1][C:2]1[CH:3]=[C:4]2[C:8](=[CH:9][CH:10]=1)[C:7](=[O:11])[N:6]([C:17]([O:16][C:12]([CH3:15])([CH3:14])[CH3:13])=[O:18])[CH2:5]2. Reported procedure: Under nitrogen atmosphere, 1.5 mg of 5-bromo-1-oxo-isoindoline was dissolved in 20 ml of tetrahydrofuran, cooled down to 0° C. Then, 85 mg of N,N-dimethylaminopyridine and 3.0 ml of tert-butylcarbonate were added, and the mixture was stirred at room temperature for 30 min. Methanol was added to the reaction solution, and the solvents were distilled outunder reduced pressure. Water was added to the residues, extracted with ethyl acetate. Ethyl acetate layer was washed with saturated saline soluti... Reactants: C(C)(C)N(CC)C(C)C (di(isopropyl)ethylamine), ice, ClCC(=O)Cl (chloroacetyl chloride), C[Si](O[C@@H]1C[C@H](NC1)C(=O)O[Si](C)(C)C)(C)C (trimethylsilyl (2S,4R)-4-(trimethylsilyoxy)pyrrolidine-2-carboxylate), C(C)(C)N(CC)C(C)C (di(isopropyl)ethylamine). The solvent is ClCCl (dichloromethane), ClCCl (dichloromethane). Product: ClCC(=O)N1[C@@H](C[C@H](C1)O[Si](C)(C)C)C(=O)O[Si](C)(C)C (trimethylsilyl (2S,4R)—N-chloroacetyl-4-(trimethylsilyloxy)pyrrolidine-2-carboxylate). The yield is 96.1%. As a reaction SMILES: [Cl:1][CH2:2][C:3](Cl)=[O:4].[CH3:6][Si:7]([CH3:22])([CH3:21])[O:8][C@H:9]1[CH2:13][NH:12][C@H:11]([C:14]([O:16][Si:17]([CH3:20])([CH3:19])[CH3:18])=[O:15])[CH2:10]1.C(N(C(C)C)CC)(C)C>ClCCl>[Cl:1][CH2:2][C:3]([N:12]1[CH2:13][C@H:9]([O:8][Si:7]([CH3:21])([CH3:22])[CH3:6])[CH2:10][C@H:11]1[C:14]([O:16][Si:17]([CH3:20])([CH3:19])[CH3:18])=[O:15])=[O:4]. Reported procedure: A solution of chloroacetyl chloride (1.0 mL, 12.6 mmol) in 1 mL of dichloromethane was added slowly into a stirred solution of trimethylsilyl (2S,4R)-4-(trimethylsilyoxy)pyrrolidine-2-carboxylate (3.62 g, 13.1 mmol) [which was contaminated with trimethylsilyl (2R,4R)-4-(trimethylsilyloxy)pyrrolidine-2-carboxylate in about 20% content] and di(isopropyl)ethylamine (3 ml, 17.2 mmol) in 100 mL of dry dichloromethane cooled on an ice bath. An additional 1.0 ml of di(isopropyl)ethylamine was added and... Reactants: C(CO)O (Ethylene glycol), C1(=CC=C(C=C1)S(=O)(=O)O)C (p-toluenesulfonic acid), C(C1=CC=CC=C1)OC(=O)N1CCC(CC1)C=O (4-formyl-piperidine-1-carboxylic acid benzyl ester). Run in C1(=CC=CC=C1)C (toluene). Product: C(C1=CC=CC=C1)OC(=O)N1CCC(CC1)C1OCCO1 (4-[1,3]Dioxolan-2-yl-piperidine-1-carboxylic Acid Benzyl Ester). The yield is 78.0%. Reaction SMILES: [CH2:1]([OH:4])[CH2:2][OH:3].C1(C)C=CC(S(O)(=O)=O)=CC=1.[CH2:16]([O:23][C:24]([N:26]1[CH2:31][CH2:30][CH:29]([CH:32]=O)[CH2:28][CH2:27]1)=[O:25])[C:17]1[CH:22]=[CH:21][CH:20]=[CH:19][CH:18]=1>C1(C)C=CC=CC=1>[CH2:16]([O:23][C:24]([N:26]1[CH2:31][CH2:30][CH:29]([CH:32]2[O:4][CH2:1][CH2:2][O:3]2)[CH2:28][CH2:27]1)=[O:25])[C:17]1[CH:18]=[CH:19][CH:20]=[CH:21][CH:22]=1. Procedure details: Ethylene glycol (5 ml) and a catalytic amount of p-toluenesulfonic acid were added to 4-formyl-piperidine-1-carboxylic acid benzyl ester from Example E33.2 (5.6 g, 22.6 mmol) in toluene (100 ml) and the mixture was heated at reflux under Dean and Stark conditions for 2.5 h. Solvents were removed in vacuo and the residue was redissolved in EtOAc, washed with saturated NaHCO3 then brine, dried and concentrated in vacuo. The residue was purified by flash chromatography on silica gel (eluant; 50% Et... Starting materials: C1CCOC1, CC(=O)C(C)(C)C, CCOC(=O)c1nn(-c2ccc(Cl)cc2Cl)c(-c2ccc(Cl)cc2)c1C, Cl, [NH2-], [Na]. Yields the product Cc1c(C(=O)C=C(O)C(C)(C)C)nn(-c2ccc(Cl)cc2Cl)c1-c1ccc(Cl)cc1. Reaction SMILES: [CH2:37]1[O:38][CH2:39][CH2:40][CH2:41]1.[CH3:3][C:4]([C:5]([CH3:6])([CH3:7])[CH3:8])=[O:9].[Cl:10][c:11]1[cH:12][cH:13][c:14](-[c:17]2[c:18]([CH3:35])[c:19]([C:30](=[O:31])[O:32][CH2:33][CH3:34])[n:20][n:21]2-[c:22]2[c:23]([Cl:29])[cH:24][c:25]([Cl:28])[cH:26][cH:27]2)[cH:15][cH:16]1.[ClH:36].[NH2-:2].[Na:1]>>[CH:3](=[C:4]([C:5]([CH3:6])([CH3:7])[CH3:8])[OH:9])[C:30]([c:19]1[c:18]([CH3:35])[c:17](-[c:14]2[cH:13][cH:12][c:11]([Cl:10])[cH:16][cH:15]2)[n:21](-[c:22]2[c:23]([Cl:29])[cH:24][c:25]([Cl:28])[cH:26][cH:27]2)[n:20]1)=[O:31].